Dataset: the Open Reaction Database (ORD), a public repository of structured organic reaction records. Task: describe an organic reaction: reactants, conditions, products, and yield Reactants: O=Cc1ccc(-c2nc3ccc(C4(C5CCC5)CC4)nc3s2)c(F)c1, Cl, COC(=O)C1CNC1. Yields the product COC(=O)C1CN(Cc2ccc(-c3nc4ccc(C5(C6CCC6)CC5)nc4s3)c(F)c2)C1. Reaction SMILES: [CH:1]1([C:5]2([c:8]3[cH:9][cH:10][c:11]4[c:12]([n:13]3)[s:14][c:15](-[c:17]3[c:18]([F:25])[cH:19][c:20]([CH:21]=[O:22])[cH:23][cH:24]3)[n:16]4)[CH2:6][CH2:7]2)[CH2:2][CH2:3][CH2:4]1.[ClH:26].[NH:27]1[CH2:28][CH:29]([C:31](=[O:32])[O:33][CH3:34])[CH2:30]1>>[CH:1]1([C:5]2([c:8]3[cH:9][cH:10][c:11]4[c:12]([n:13]3)[s:14][c:15](-[c:17]3[c:18]([F:25])[cH:19][c:20]([CH2:21][N:27]5[CH2:28][CH:29]([C:31](=[O:32])[O:33][CH3:34])[CH2:30]5)[cH:23][cH:24]3)[n:16]4)[CH2:6][CH2:7]2)[CH2:2][CH2:3][CH2:4]1. The reactants are S(=O)([O-])[O-].[Na+].[Na+] (sodium sulphite), ClCCCBr (1-Chloro-3-bromopropane). Run in O (water), O (water). Run at time 2 hour. The product is ClCCCS(=O)(=O)[O-].[Na+] (sodium 3-chloro-propane-sulphonate). As a reaction SMILES: [Cl:1][CH2:2][CH2:3][CH2:4]Br.[S:6]([O-:9])([O-:8])=[O:7].[Na+:10].[Na+]>O>[Cl:1][CH2:2][CH2:3][CH2:4][S:6]([O-:9])(=[O:8])=[O:7].[Na+:10] |f:1.2.3,5.6|. Procedure: 1-Chloro-3-bromopropane (104.0 g) ethanol (250 ml), and water (90 ml) were stirred under reflux, and a solution of sodium sulphite (25.0 g) in distilled water (90 ml) was added to the stirred refluxing reaction mixture over a period of two hours. After the addition, refluxing was continued for a further 2 hours after which the excess alcohol and 1-chloro-3-bromopropane were removed by distillation. The remaining aqueous solution was evaporated to dryness on a steam bath and the product was recry... Reaction SMILES: C([O:8][C:9]1[CH:14]=[CH:13][C:12]([C@@H:15]([OH:35])[CH2:16][NH:17][C@H:18]2[CH2:27][CH2:26][C:25]3[C:20](=[CH:21][C:22]([O:28][CH2:29][C:30]([N:32]([CH3:34])[CH3:33])=[O:31])=[CH:23][CH:24]=3)[CH2:19]2)=[CH:11][CH:10]=1)C1C=CC=CC=1>[Pd].C(O)C>[OH:35][C@H:15]([C:12]1[CH:13]=[CH:14][C:9]([OH:8])=[CH:10][CH:11]=1)[CH2:16][NH:17][C@H:18]1[CH2:27][CH2:26][C:25]2[C:20](=[CH:21][C:22]([O:28][CH2:29][C:30]([N:32]([CH3:33])[CH3:34])=[O:31])=[CH:23][CH:24]=2)[CH2:19]1. Reactants: C(C1=CC=CC=C1)OC1=CC=C(C=C1)[C@H](CN[C@@H]1CC2=CC(=CC=C2CC1)OCC(=O)N(C)C)O (2-[(2S)-2-[[(2R)-2-(4-Benzyloxyphenyl)-2-hydroxyethyl]-amino]-1,2,3,4-tetrahydronaphthalen-7-yloxy]-N,N-dimethylacetamide). Procedure: 2-[(2S)-2-[[(2R)-2-(4-Benzyloxyphenyl)-2-hydroxyethyl]-amino]-1,2,3,4-tetrahydronaphthalen-7-yloxy]-N,N-dimethylacetamide (273 mg) and 10% palladium on activated carbon (60 mg) were suspended in ethanol (5.5 ml). After the mixture was stirred at room temperature for 12 hours under hydrogen atmosphere, the catalyst was filtered off and the filtrate was concentrated in vacuo. Recrystallization of the resulting residue from methanol gave 2-[(2S)-2-[[(2R)-2-hydroxy-2-(4-hydroxyphenyl)ethyl]amino]-1,... The product is O[C@@H](CN[C@@H]1CC2=CC(=CC=C2CC1)OCC(=O)N(C)C)C1=CC=C(C=C1)O (2-[(2S)-2-[[(2R)-2-hydroxy-2-(4-hydroxyphenyl)ethyl]amino]-1,2,3,4-tetrahydronaphthalen-7-yloxy]-N,N-dimethylacetamide). Run in C(C)O (ethanol). Run at time 12 hour. The yield is 90.4%. The reagents and catalysts are [Pd] (palladium on activated carbon). Starting materials: C(C)(C)(C)[Li] (tert-butyl lithium), Cl (hydrochloric acid), BrC1=C(C=CC=C1)C (2-bromotoluene), B(OC)(OC)OC (Trimethyl borate). Solvent: CCCCC (pentane), O1CCCC1 (tetrahydrofuran). Run at temperature -70 celsius, time 0.5 hour. The product is CC1=C(C=CC=C1)B(O)O (2-methylphenylboronic acid). As a reaction SMILES: Br[C:2]1[CH:7]=[CH:6][CH:5]=[CH:4][C:3]=1[CH3:8].C([Li])(C)(C)C.[B:14](OC)([O:17]C)[O:15]C.Cl>O1CCCC1.CCCCC>[CH3:8][C:3]1[CH:4]=[CH:5][CH:6]=[CH:7][C:2]=1[B:14]([OH:17])[OH:15]. Procedure: A solution of 2-bromotoluene (1.0 g) in dry tetrahydrofuran (50 ml) was cooled to -70° C. under an atmosphere of argon. A solution of tert-butyl lithium in pentane (1.7M, 7.6 ml) was added dropwise to the mixture whilst maintaining the temperature below -60° C. The reaction mixture was stirred at -70° C. for 0.5 hours. Trimethyl borate (0.73 ml) was added and the mixture allowed to warm to ambient temperature. The mixture was poured onto a mixture of aqueous 2M hydrochloric acid and ice, and the... Reactants: COC(C1=CC=C(C=C1)CC(=O)O)=O (4-carboxymethyl benzoic acid methyl ester), C1(CCC1)C=1N=C(SC1)/C=C/C=1C=C(C=CC1)N ((E)-3-[2-[4-(cyclobutyl)-2-thiazolyl]ethenyl]benzeneamine), N-ethyl-N-(dimethylaminopropyl) carbodiimide. The reagents and catalysts are CN(C1=CC=NC=C1)C (4-dimethylaminopyridine). The solvent is C(Cl)Cl (methylene chloride). Reaction conditions: time 16 hour. Yields the product COC(C1=CC=C(C=C1)CC(=O)NC1=CC(=CC=C1)\C=C\C=1SC=C(N1)C1CCC1)=O ((E)-4-[2-[3-[2-[4-(cyclobutyl)-2-thiazolyl]ethenyl]phenylamino]-2-oxoethyl]benzoic acid methyl ester). Yield: 95.7%. Reaction SMILES: [CH3:1][O:2][C:3](=[O:14])[C:4]1[CH:9]=[CH:8][C:7]([CH2:10][C:11]([OH:13])=O)=[CH:6][CH:5]=1.[CH:15]1([C:19]2[N:20]=[C:21](/[CH:24]=[CH:25]/[C:26]3[CH:27]=[C:28]([NH2:32])[CH:29]=[CH:30][CH:31]=3)[S:22][CH:23]=2)[CH2:18][CH2:17][CH2:16]1>CN(C)C1C=CN=CC=1.C(Cl)Cl>[CH3:1][O:2][C:3](=[O:14])[C:4]1[CH:5]=[CH:6][C:7]([CH2:10][C:11]([NH:32][C:28]2[CH:29]=[CH:30][CH:31]=[C:26](/[CH:25]=[CH:24]/[C:21]3[S:22][CH:23]=[C:19]([CH:15]4[CH2:18][CH2:17][CH2:16]4)[N:20]=3)[CH:27]=2)=[O:13])=[CH:8][CH:9]=1. Reported procedure: A solution composed of 1.0 g of 4-carboxymethyl benzoic acid methyl ester, 1.3 g of (E)-3-[2-[4-(cyclobutyl)-2-thiazolyl]ethenyl]benzeneamine, 1.0 g of N-ethyl-N-(dimethylaminopropyl) carbodiimide, 2.4 g of 4-dimethylaminopyridine and 75 ml of methylene chloride was stored at 0° C. After 16 hr. the reaction mixture was washed with 75 ml of water, dried (MgSO4) and the solvents removed by rotary evaporation. The residual materials were recrystallized with ethyl acetate to yield 2.1 g of (E)-4-[2-... Reactants: FCCO (2-fluoroethanol), OC1CCSC2=C(C=C(C(=C12)Cl)C(=O)OCC)F (4-hydroxy-5-chloro-6-ethoxycarbonyl-8-flurothiochroman), ( IX ), ( X ). Reagents/catalysts: S(O)(O)(=O)=O (sulfuric acid). Yields the product FCCOC1CCSC2=C(C=C(C(=C12)Cl)C(=O)OCC)F (4-(2-fluoroethoxy)-5-chloro-6-ethoxycarbonyl-8-fluorothiochroman). The yield is 79.0%. As a reaction SMILES: [F:1][CH2:2][CH2:3][OH:4].O[CH:6]1[C:15]2[C:10](=[C:11]([F:22])[CH:12]=[C:13]([C:17]([O:19][CH2:20][CH3:21])=[O:18])[C:14]=2[Cl:16])[S:9][CH2:8][CH2:7]1>S(=O)(=O)(O)O>[F:1][CH2:2][CH2:3][O:4][CH:6]1[C:15]2[C:10](=[C:11]([F:22])[CH:12]=[C:13]([C:17]([O:19][CH2:20][CH3:21])=[O:18])[C:14]=2[Cl:16])[S:9][CH2:8][CH2:7]1. Procedure: 5 ml of 2-fluoroethanol and 3 drops of concentrated sulfuric acid were added to 2.4 g (8.2 mmol) of 4-hydroxy-5-chloro-6-ethoxycarbonyl-8-flurothiochroman (corresponding to compound of the formula (IX)), and the mixture was refluxed under heat for 5 hours. After allowed to cool, the reaction mixture was poured into an ice bath, and extracted with ethyl acetate twice. An organic layer was washed with a saturated sodium chloride aqueous solution and dried over anhydrous sodium sulfate, and the sol...